This data is from the Open Reaction Database (ORD), a public repository of structured organic reaction records. The task is: describe an organic reaction: reactants, conditions, products, and yield The reactants are [N+](=[N-])=C (diazomethane), CC(C)(C)[Si](O[C@@H](CC(=O)OC)CP(=O)(OC)C#CC=1C(=NC2=CC=CC=C2C1C(C)C)C1=CC=C(C=C1)F)(C1=CC=CC=C1)C1=CC=CC=C1 ((S)-3-[[(1,1-dimethylethyl)diphenylsilyl]oxy]-4-[[[2-(4-fluorophenyl)-4-(1-methylethyl)-3-quinolinyl]ethynyl]methoxyphosphinyl]butanoic acid, methyl ester), [F-].C(CCC)[N+](CCCC)(CCCC)CCCC (tetra-n-butylammonium fluoride), CC(=O)O (HOAc). Run in CCOC(=O)C (EtOAc), C1CCOC1 (THF), CCOCC (Et2O). Run at time 20 hour. Product: FC1=CC=C(C=C1)C1=NC2=CC=CC=C2C(=C1C#CP(=O)(C[C@H](CC(=O)OC)O)OC)C(C)C ((S)-4-[[[2-(4-fluorophenyl)-4-(1-methylethyl)- 3-quinolinyl]ethynyl]-methoxyphosphinyl]-3-hydroxybutanoic acid, methyl ester). The yield is 72.4%. Reaction SMILES: CC([Si](C1C=CC=CC=1)(C1C=CC=CC=1)[O:6][C@H:7]([CH2:13][P:14]([C:18]#[C:19][C:20]1[C:21]([C:33]2[CH:38]=[CH:37][C:36]([F:39])=[CH:35][CH:34]=2)=[N:22][C:23]2[C:28]([C:29]=1[CH:30]([CH3:32])[CH3:31])=[CH:27][CH:26]=[CH:25][CH:24]=2)([O:16][CH3:17])=[O:15])[CH2:8][C:9]([O:11][CH3:12])=[O:10])(C)C.[F-].C([N+](CCCC)(CCCC)CCCC)CCC.CC(O)=O.[N+](=C)=[N-]>C1COCC1.CCOCC.CCOC(C)=O>[F:39][C:36]1[CH:37]=[CH:38][C:33]([C:21]2[C:20]([C:19]#[C:18][P:14]([O:16][CH3:17])([CH2:13][C@@H:7]([OH:6])[CH2:8][C:9]([O:11][CH3:12])=[O:10])=[O:15])=[C:29]([CH:30]([CH3:32])[CH3:31])[C:28]3[C:23](=[CH:24][CH:25]=[CH:26][CH:27]=3)[N:22]=2)=[CH:34][CH:35]=1 |f:1.2|. Reported procedure: A mixture of (S)-3-[[(1,1-dimethylethyl)diphenylsilyl]oxy]-4-[[[2-(4-fluorophenyl)-4-(1-methylethyl)-3-quinolinyl]ethynyl]methoxyphosphinyl]butanoic acid, methyl ester (729 mg, 0.997 mmol), tetra-n-butylammonium fluoride (1.0M in THF, 3.0 ml, 3.0 mmol), and HOAc (304 mg, 5.06 mmol) in THF (12 ml) was stirred at room temperature for 20 hours. The solution was cooled to 0° C., quenched with 5% KHSO4, and extracted twice with EtOAc. The pooled EtOAc layers were washed twice with 5% KHSO4 and once w... Reactants: CSC1=NC2=C(CN3C1=CC1=CC=CC=C13)C=CC=C2 (12-methylthio-6H-indolo[2,1-c][1,4]benzodiazepine), product, N1(CCNCC1)CCCO (1-piperazinepropanol). The solvent is C(Cl)Cl (CH2Cl2). Yields the product C1=C2C=C3C(=NC4=C(CN3C2=CC=C1)C=CC=C4)N4CCN(CC4)CCCO (4-[6H-indolo[2,1-c][1,4]benzodiazepin-12-yl]piperazine-1-propanol). RXN SMILES: CS[C:3]1[C:9]2=[CH:10][C:11]3[C:16]([N:8]2[CH2:7][C:6]2[CH:17]=[CH:18][CH:19]=[CH:20][C:5]=2[N:4]=1)=[CH:15][CH:14]=[CH:13][CH:12]=3.[N:21]1([CH2:27][CH2:28][CH2:29][OH:30])[CH2:26][CH2:25][NH:24][CH2:23][CH2:22]1>C(Cl)Cl>[CH:12]1[CH:13]=[CH:14][CH:15]=[C:16]2[C:11]=1[CH:10]=[C:9]1[N:8]2[CH2:7][C:6]2[CH:17]=[CH:18][CH:19]=[CH:20][C:5]=2[N:4]=[C:3]1[N:24]1[CH2:25][CH2:26][N:21]([CH2:27][CH2:28][CH2:29][OH:30])[CH2:22][CH2:23]1. Procedure: A mixture of 5.39 g of 12-methylthio-6H-indolo[2,1-c][1,4]benzodiazepine, the product of Example 1c., and 17 g of 1-piperazinepropanol in a pressurized bottle was heated to 220° C. overnight. The reaction mixture was dissolved in CH2Cl2 and then was washed with water. Removal of solvent in vacuo followed by recrystallization from EtOH gave the title compound, a colorless solid, mp 174°-175° C.